Dataset: the Open Reaction Database (ORD), a public repository of structured organic reaction records. Task: describe an organic reaction: reactants, conditions, products, and yield The reactants are [Si](C)(C)(C(C)(C)C)OCC=1C=C(C=CC1CO[Si](C)(C)C(C)(C)C)C=CC1=CC=C(C=C1)CCCCCC(OC1OCCCC1)(C)C (2-[6-(4-{2-[3,4-bis(tert-butyldimethylsilanyloxymethyl)phenyl]vinyl}phenyl)-1,1-dimethylhexyloxy]tetrahydropyran). Reagents/catalysts: S(O)(O)(=O)=O (sulphuric acid). Solvent: O (water), C1CCOC1 (THF). Yields the product OCC=1C=C(C=CC1CO)C=CC1=CC=C(C=C1)CCCCCC(C)(O)C (7-{4-[2-(3,4-bis-Hydroxymethylphenyl)vinyl]phenyl}-2-methylheptan-2-ol). As a reaction SMILES: [Si]([O:8][CH2:9][C:10]1[CH:11]=[C:12]([CH:25]=[CH:26][C:27]2[CH:32]=[CH:31][C:30]([CH2:33][CH2:34][CH2:35][CH2:36][CH2:37][C:38]([CH3:47])([CH3:46])[O:39]C3CCCCO3)=[CH:29][CH:28]=2)[CH:13]=[CH:14][C:15]=1[CH2:16][O:17][Si](C(C)(C)C)(C)C)(C(C)(C)C)(C)C>S(=O)(=O)(O)O.C1COCC1.O>[OH:8][CH2:9][C:10]1[CH:11]=[C:12]([CH:25]=[CH:26][C:27]2[CH:28]=[CH:29][C:30]([CH2:33][CH2:34][CH2:35][CH2:36][CH2:37][C:38]([CH3:47])([OH:39])[CH3:46])=[CH:31][CH:32]=2)[CH:13]=[CH:14][C:15]=1[CH2:16][OH:17]. Procedure details: In a manner similar to Example 25(d), by reacting 5 drops of concentrated sulphuric acid with 335 mg (0.49 mmol) of 2-[6-(4-{2-[3,4-bis(tert-butyldimethylsilanyloxymethyl)phenyl]vinyl}phenyl)-1,1-dimethylhexyloxy]tetrahydropyran in 5 ml of THF and 5 ml of water, white crystals (m=94 mg; Y=52%) are obtained. m.p. 112-4° C. Starting materials: COC=1C=C(CC2NCCC3=CC(=CC=C23)OC)C=CC1OC (1-(3,4-dimethoxy-benzyl)-6-methoxy-1,2,3,4-tetrahydroisoquinoline), BrCC(=O)Br (2-bromoacetyl bromide), COC1=C(CN)C=CC=C1 (2-methoxybenzylamine). Yields the product COC=1C=C(CC2N(CCC3=CC(=CC=C23)OC)CC(=O)NCC2=C(C=CC=C2)OC)C=CC1OC (2-[1-(3,4-Dimethoxy-benzyl)-6-methoxy-3,4-dihydro-1H-isoquinolin-2-yl]-N-(2-methoxy-benzyl)-acetamide). RXN SMILES: [CH3:1][O:2][C:3]1[CH:4]=[C:5]([CH:19]=[CH:20][C:21]=1[O:22][CH3:23])[CH2:6][CH:7]1[C:16]2[C:11](=[CH:12][C:13]([O:17][CH3:18])=[CH:14][CH:15]=2)[CH2:10][CH2:9][NH:8]1.Br[CH2:25][C:26](Br)=[O:27].[CH3:29][O:30][C:31]1[CH:38]=[CH:37][CH:36]=[CH:35][C:32]=1[CH2:33][NH2:34]>>[CH3:1][O:2][C:3]1[CH:4]=[C:5]([CH:19]=[CH:20][C:21]=1[O:22][CH3:23])[CH2:6][CH:7]1[C:16]2[C:11](=[CH:12][C:13]([O:17][CH3:18])=[CH:14][CH:15]=2)[CH2:10][CH2:9][N:8]1[CH2:25][C:26]([NH:34][CH2:33][C:32]1[CH:35]=[CH:36][CH:37]=[CH:38][C:31]=1[O:30][CH3:29])=[O:27]. Procedure: prepared by reaction of 1-(3,4-dimethoxy-benzyl)-6-methoxy-1,2,3,4-tetrahydroisoquinoline and 2-bromoacetyl bromide with 2-methoxybenzylamine